This data is from the Open Reaction Database (ORD), a public repository of structured organic reaction records. The task is: describe an organic reaction: reactants, conditions, products, and yield The reactants are COC(=O)CCCCCCC(=NOCc1ccc(OCc2nc(-c3ccccc3)oc2C)cc1)c1ccc(OC)cc1, Cl, [Li+], C1CCOC1, [OH-], O. Product: COc1ccc(C(CCCCCCC(=O)O)=NOCc2ccc(OCc3nc(-c4ccccc4)oc3C)cc2)cc1. As a reaction SMILES: [CH3:4][O:5][c:6]1[cH:7][cH:8][c:9]([C:12]([CH2:13][CH2:14][CH2:15][CH2:16][CH2:17][CH2:18][C:19](=[O:20])[O:21][CH3:22])=[N:23][O:24][CH2:25][c:26]2[cH:27][cH:28][c:29]([O:32][CH2:33][c:34]3[n:35][c:36](-[c:40]4[cH:41][cH:42][cH:43][cH:44][cH:45]4)[o:37][c:38]3[CH3:39])[cH:30][cH:31]2)[cH:10][cH:11]1.[ClH:46].[Li+:3].[O:47]1[CH2:48][CH2:49][CH2:50][CH2:51]1.[OH-:2].[OH2:1]>>[CH3:4][O:5][c:6]1[cH:7][cH:8][c:9]([C:12]([CH2:13][CH2:14][CH2:15][CH2:16][CH2:17][CH2:18][C:19](=[O:20])[OH:21])=[N:23][O:24][CH2:25][c:26]2[cH:27][cH:28][c:29]([O:32][CH2:33][c:34]3[n:35][c:36](-[c:40]4[cH:41][cH:42][cH:43][cH:44][cH:45]4)[o:37][c:38]3[CH3:39])[cH:30][cH:31]2)[cH:10][cH:11]1. Starting materials: ClC1=NC=C(C2=C1C=CN2CC2=CC=C(C=C2)OC)C(=O)OCC (ethyl 4-chloro-1-{[4-(methyloxy)phenyl]methyl}-1H-pyrrolo[3,2-c]pyridine-7-carboxylate), S(O)(O)(=O)=O (sulphuric acid), C([O-])(O)=O.[Na+] (sodium bicarbonate). The solvent is C(=O)(C(F)(F)F)O (TFA), C1(=CC=CC=C1)OC (anisole). Product: ClC1=NC=C(C2=C1C=CN2)C(=O)OCC (Ethyl 4-chloro-1H-pyrrolo[3,2-c]pyridine-7-carboxylate). The yield is 37.6%. As a reaction SMILES: [Cl:1][C:2]1[C:7]2[CH:8]=[CH:9][N:10](CC3C=CC(OC)=CC=3)[C:6]=2[C:5]([C:20]([O:22][CH2:23][CH3:24])=[O:21])=[CH:4][N:3]=1.S(=O)(=O)(O)O.C(=O)(O)[O-].[Na+]>C(O)(C(F)(F)F)=O.C1(OC)C=CC=CC=1>[Cl:1][C:2]1[C:7]2[CH:8]=[CH:9][NH:10][C:6]=2[C:5]([C:20]([O:22][CH2:23][CH3:24])=[O:21])=[CH:4][N:3]=1 |f:2.3|. Procedure: A solution of ethyl 4-chloro-1-{[4-(methyloxy)phenyl]methyl}-1H-pyrrolo[3,2-c]pyridine-7-carboxylate (2.00 g) in TFA (30 ml), anisole (1.84 ml), and sulphuric acid (15 ml) was stirred at room temperature for 30 minutes. The solution was added to an aqueous saturated sodium bicarbonate solution at 0° C. and extracted with ethyl acetate. The aqueous layer was separated and extracted three times with ethyl acetate. The combined organic layers were washed with brine, dried (MgSO4), filtered and evap... Starting materials: C(#N)C=1OC2=C(N1)C=C(C=C2)C(C(C2=CC(=CC=C2)OCC2=NC1=CC=CC=C1C=C2)SCCC(=O)OC)O (2-cyano-5-(1-hydroxy-2-((2-carbomethoxyethyl)-thio)-2-(3-(quinolin-2-ylmethyloxy) phenyl)ethyl)-benzoxazole), ester, O1C=NC2=C1C=CC=C2 (benzoxazole). Yields the product C(#N)C=1OC2=C(N1)C=C(C=C2)C(C(C2=CC(=CC=C2)OCC2=NC1=CC=CC=C1C=C2)SCCC(=O)O)O (2-cyano-5-(1-hydroxy-2-((2-carboxyethyl)thio)-2-(3-(quinolin-2-ylmethyloxy)phenyl) ethyl)benzoxazole). Reaction SMILES: [C:1]([C:3]1[O:4][C:5]2[CH:11]=[CH:10][C:9]([CH:12]([OH:39])[CH:13]([S:32][CH2:33][CH2:34][C:35]([O:37]C)=[O:36])[C:14]3[CH:19]=[CH:18][CH:17]=[C:16]([O:20][CH2:21][C:22]4[CH:31]=[CH:30][C:29]5[C:24](=[CH:25][CH:26]=[CH:27][CH:28]=5)[N:23]=4)[CH:15]=3)=[CH:8][C:6]=2[N:7]=1)#[N:2].O1C2C=CC=CC=2N=C1>>[C:1]([C:3]1[O:4][C:5]2[CH:11]=[CH:10][C:9]([CH:12]([OH:39])[CH:13]([S:32][CH2:33][CH2:34][C:35]([OH:37])=[O:36])[C:14]3[CH:19]=[CH:18][CH:17]=[C:16]([O:20][CH2:21][C:22]4[CH:31]=[CH:30][C:29]5[C:24](=[CH:25][CH:26]=[CH:27][CH:28]=5)[N:23]=4)[CH:15]=3)=[CH:8][C:6]=2[N:7]=1)#[N:2]. Procedure: When the 1-hydroxy ester obtained in Example 64, Step 2, above, is substituted for the ester in Example 31, 1-cyano-5-(1-hydroxy-2-((2-carboxyethyl)thio) -2-(3-quinolin-2-yl-methyloxy)phenyl)ethyl)benzoxazole is obtained. Starting materials: C(#N)C=1C=CC(=NC1)OC (5-cyano-2-methoxypyridine), [H][H] (hydrogen). Reagents/catalysts: [Ni] (Raney nickel). The solvent is C(C)O (ethanol), N (ammonia). Product: NCC=1C=CC(=NC1)OC (5-Aminomethyl-2-methoxypyridine). Reaction SMILES: [C:1]([C:3]1[CH:4]=[CH:5][C:6]([O:9][CH3:10])=[N:7][CH:8]=1)#[N:2].[H][H]>C(O)C.N.[Ni]>[NH2:2][CH2:1][C:3]1[CH:4]=[CH:5][C:6]([O:9][CH3:10])=[N:7][CH:8]=1. Procedure details: A 1.00 g portion of 5-cyano-2-methoxypyridine was dissolved in 30 ml of ethanol and 10 ml of 28% aqueous ammonia, mixed with 1 g of Raney nickel and then stirred at room temperature for 4 hours at atmospheric pressure in a stream of hydrogen. After filtration through celite, the solvent was evaporated to obtain 962 mg of the title compound.